Task: describe an organic reaction: reactants, conditions, products, and yield. Dataset: the Open Reaction Database (ORD), a public repository of structured organic reaction records Reaction conditions: temperature 80 celsius, time 16 hour. Reactants: C([O-])(O)=O (bicarbonate), BrC1=C(C(=CC=C1)CBr)CBr (1-bromo-2,3-bis(bromomethyl)benzene), C(C1=CC=CC=C1)N (benzylamine). Run in CC#N (CH3CN). Procedure details: Postassium bicarbonate (204 g, 2.04 mol) was suspended in CH3CN (12 L), and the mixture was heated to 80° C. Solutions of 1-bromo-2,3-bis(bromomethyl)benzene (280 g, 0.82 mol in 500 mL CH3CN) and benzylamine (87.5 g, 0.82 mol in 500 mL CH3CN) were added concurrently via addition funnels over 1 hour. The reaction mixture was then stirred at 77° C. for 16 hours. The contents of the reaction flask were cooled and filtered; the solvent was removed by evaporation; and the mixture was partitioned betw... Reaction SMILES: C(=O)(O)[O-].[Br:5][C:6]1[CH:11]=[CH:10][CH:9]=[C:8]([CH2:12]Br)[C:7]=1[CH2:14]Br.[CH2:16]([NH2:23])[C:17]1[CH:22]=[CH:21][CH:20]=[CH:19][CH:18]=1>CC#N>[CH2:16]([N:23]1[CH2:14][C:7]2[C:8](=[CH:9][CH:10]=[CH:11][C:6]=2[Br:5])[CH2:12]1)[C:17]1[CH:22]=[CH:21][CH:20]=[CH:19][CH:18]=1. Yields the product C(C1=CC=CC=C1)N1CC2=CC=CC(=C2C1)Br (2-Benzyl-4-bromoisoindoline).